This data is from the Open Reaction Database (ORD), a public repository of structured organic reaction records. The task is: describe an organic reaction: reactants, conditions, products, and yield Reported procedure: In analogy to the procedure described for the synthesis of example 136, the title compound {(3S,4R)-4-(4-chloro-phenyl)-1-[1-(1-methyl-cyclopropanecarbonyl)-piperidine-4-carbonyl]-pyrrolidin-3-yl}-methyl-carbamic acid propyl ester was prepared from [(3R,4S)-3-(4-chloro-phenyl)-4-methylamino-pyrrolidin-1-yl]-[1-(1-methyl-cyclopropanecarbonyl)-piperidin-4-yl]-methanone instead of 4-[(3R,4S)-3-(4-chloro-phenyl)-4-methylamino-pyrrolidine-1-carbonyl]-3,4,5,6-tetrahydro-2H-[1,2′]bipyridinyl-5′-carboni... Product: C(CC)OC(N(C)[C@@H]1CN(C[C@H]1C1=CC=C(C=C1)Cl)C(=O)C1CCN(CC1)C(=O)C1(CC1)C)=O ({(3S,4R)-4-(4-chloro-phenyl)-1-[1-(1-methyl-cyclopropanecarbonyl)-piperidine-4-carbonyl]-pyrrolidin-3-yl}-methyl-carbamic acid propyl ester). The reactants are ClC1=CC=C(C=C1)[C@@H]1CN(C[C@H]1NC)C(=O)C1CCN(CC1)C(=O)C1(CC1)C ([(3R,4S)-3-(4-chloro-phenyl)-4-methylamino-pyrrolidin-1-yl]-[1-(1-methyl-cyclopropanecarbonyl)-piperidin-4-yl]-methanone), ClC(=O)OCCC (propyl chloroformate). RXN SMILES: [Cl:1][C:2]1[CH:7]=[CH:6][C:5]([C@H:8]2[C@H:12]([NH:13][CH3:14])[CH2:11][N:10]([C:15]([CH:17]3[CH2:22][CH2:21][N:20]([C:23]([C:25]4([CH3:28])[CH2:27][CH2:26]4)=[O:24])[CH2:19][CH2:18]3)=[O:16])[CH2:9]2)=[CH:4][CH:3]=1.Cl[C:30]([O:32][CH2:33][CH2:34][CH3:35])=[O:31]>>[CH2:33]([O:32][C:30](=[O:31])[N:13]([C@H:12]1[C@H:8]([C:5]2[CH:6]=[CH:7][C:2]([Cl:1])=[CH:3][CH:4]=2)[CH2:9][N:10]([C:15]([CH:17]2[CH2:22][CH2:21][N:20]([C:23]([C:25]3([CH3:28])[CH2:27][CH2:26]3)=[O:24])[CH2:19][CH2:18]2)=[O:16])[CH2:11]1)[CH3:14])[CH2:34][CH3:35].